From a dataset of the Open Reaction Database (ORD), a public repository of structured organic reaction records. describe an organic reaction: reactants, conditions, products, and yield The reactants are C1(CCCC1)CC=1C=C(C=CC1OC)C1CCNCC1 (4-(3-cyclopentylmethyl-4-methoxyphenyl)piperidine), [O-]C#N.[Na+] (sodium cyanate). Run in C(C)(=O)O (acetic acid), O (water). Run at time 8 hour. Product: C1(CCCC1)CC=1C=C(C=CC1OC)C1CCN(CC1)C(=O)N (4-(3-cyclopentylmethyl-4-methoxyphenyl)piperidine-1-carboxylic acid amide). As a reaction SMILES: [CH:1]1([CH2:6][C:7]2[CH:8]=[C:9]([CH:15]3[CH2:20][CH2:19][NH:18][CH2:17][CH2:16]3)[CH:10]=[CH:11][C:12]=2[O:13][CH3:14])[CH2:5][CH2:4][CH2:3][CH2:2]1.[O-:21][C:22]#[N:23].[Na+]>C(O)(=O)C.O>[CH:1]1([CH2:6][C:7]2[CH:8]=[C:9]([CH:15]3[CH2:16][CH2:17][N:18]([C:22]([NH2:23])=[O:21])[CH2:19][CH2:20]3)[CH:10]=[CH:11][C:12]=2[O:13][CH3:14])[CH2:2][CH2:3][CH2:4][CH2:5]1 |f:1.2|. Procedure: To a stirred solution of 4-(3-cyclopentylmethyl-4-methoxyphenyl)piperidine (1.8 mmol, 0.500 g) in acetic acid (5 mL) was added a solution of sodium cyanate (10.8 mmol, 0.702 g) in water (15 mL) dropwise over 20 minutes at room temperature. The resulting solution was stirred at room temperature overnight, after which the acetic acid was removed in vacuo. The residue was partitioned between EtOAc (200 mL) and H2O (200 mL). The aqueous phase was extracted with EtOAc (1×200 mL), the combined organic... Starting materials: O=C1CCC(=O)N1Br, ClC(Cl)(Cl)Cl, CC(C)(C#N)N=NC(C)(C)C#N, Cc1ccccc1CC(=O)O. The product is O=C(O)Cc1ccccc1CBr. Reaction SMILES: [Br:12][N:13]1[C:14](=[O:15])[CH2:16][CH2:17][C:18]1=[O:19].[C:32]([Cl:33])([Cl:34])([Cl:35])[Cl:36].[N:20]([C:21]([CH3:22])([CH3:23])[C:24]#[N:25])=[N:26][C:27]([CH3:28])([CH3:29])[C:30]#[N:31].[c:1]1([CH3:11])[c:2]([CH2:7][C:8](=[O:9])[OH:10])[cH:3][cH:4][cH:5][cH:6]1>>[c:1]1([CH2:11][Br:12])[c:2]([CH2:7][C:8](=[O:9])[OH:10])[cH:3][cH:4][cH:5][cH:6]1.